Dataset: the Open Reaction Database (ORD), a public repository of structured organic reaction records. Task: describe an organic reaction: reactants, conditions, products, and yield Starting materials: COC(=O)C(OS(C)(=O)=O)C(C)c1ccc(Cl)c(Cl)c1, [N-]=[N+]=[N-], [Na+], CN(C)C=O. Yields the product COC(=O)C(N=[N+]=[N-])C(C)c1ccc(Cl)c(Cl)c1. Reaction SMILES: [CH3:1][O:2][C:3]([CH:4]([CH:5]([CH3:6])[c:7]1[cH:8][c:9]([Cl:14])[c:10]([Cl:13])[cH:11][cH:12]1)[O:15][S:16]([CH3:17])(=[O:18])=[O:19])=[O:20].[N-:21]=[N+:22]=[N-:23].[Na+:24].[O:25]=[CH:26][N:27]([CH3:28])[CH3:29]>>[CH3:1][O:2][C:3]([CH:4]([CH:5]([CH3:6])[c:7]1[cH:8][c:9]([Cl:14])[c:10]([Cl:13])[cH:11][cH:12]1)[N:21]=[N+:22]=[N-:23])=[O:20]. The reactants are Cn1c(CC2C=CN(C(=O)c3ccccc3)C=C2)nc2ccccc21, CO, [H][H]. The product is Cn1c(CC2=CCN(C(=O)c3ccccc3)C=C2)nc2ccccc21. RXN SMILES: [C:1]([c:2]1[cH:3][cH:4][cH:5][cH:6][cH:7]1)(=[O:8])[N:9]1[CH:10]=[CH:11][CH:12]([CH2:15][c:16]2[n:17][c:18]3[c:19]([n:20]2[CH3:21])[cH:22][cH:23][cH:24][cH:25]3)[CH:13]=[CH:14]1.[CH3:28][OH:29].[H:26][H:27]>>[C:1]([c:2]1[cH:3][cH:4][cH:5][cH:6][cH:7]1)(=[O:8])[N:9]1[CH:10]=[CH:11][C:12]([CH2:15][c:16]2[n:17][c:18]3[c:19]([n:20]2[CH3:21])[cH:22][cH:23][cH:24][cH:25]3)=[CH:13][CH2:14]1. Reactants: COC(=O)CC(C)(CCCN1CCC(NC(=O)c2ccccc2-c2ccc(C(F)(F)F)cc2)CC1)c1ccccc1, Cl. Yields the product CC(CCCN1CCC(NC(=O)c2ccccc2-c2ccc(C(F)(F)F)cc2)CC1)(CC(=O)O)c1ccccc1. RXN SMILES: [CH3:1][C:2]([CH2:3][C:4](=[O:5])[O:6][CH3:7])([CH2:8][CH2:9][CH2:10][N:11]1[CH2:12][CH2:13][CH:14]([NH:17][C:18](=[O:19])[c:20]2[c:21](-[c:26]3[cH:27][cH:28][c:29]([C:32]([F:33])([F:34])[F:35])[cH:30][cH:31]3)[cH:22][cH:23][cH:24][cH:25]2)[CH2:15][CH2:16]1)[c:36]1[cH:37][cH:38][cH:39][cH:40][cH:41]1.[ClH:42]>>[CH3:1][C:2]([CH2:3][C:4](=[O:5])[OH:6])([CH2:8][CH2:9][CH2:10][N:11]1[CH2:12][CH2:13][CH:14]([NH:17][C:18](=[O:19])[c:20]2[c:21](-[c:26]3[cH:27][cH:28][c:29]([C:32]([F:33])([F:34])[F:35])[cH:30][cH:31]3)[cH:22][cH:23][cH:24][cH:25]2)[CH2:15][CH2:16]1)[c:36]1[cH:37][cH:38][cH:39][cH:40][cH:41]1. The reactants are [OH-].[Na+] (sodium hydroxide), COC(C(CC(=O)OC)=O)OC (methyl 4,4-dimethoxyacetoacetate), C(\C=C(/C)\CCC=C(C)C)Br (geranyl bromide), CC(C)=CCC\C(\C)=C\CO (geraniol), [Na] (sodium). Solvent: O (water), C(C)O (ethanol), C(C)O (ethanol). Reaction conditions: time 8 hour. The product is COC(C(CC\C=C(\CCC=C(C)C)/C)=O)OC ((E)-1,1-Dimethoxy-6,10-dimethyl-5,9-undecadien-2-one). Reaction SMILES: [Na].[CH3:2][O:3][CH:4]([O:12][CH3:13])[C:5](=[O:11])[CH2:6][C:7](OC)=O.C(Br)/[CH:15]=[C:16](/[CH2:18][CH2:19][CH:20]=[C:21]([CH3:23])[CH3:22])\[CH3:17].CC(=CCC/C(=C/CO)/C)C.[OH-].[Na+]>C(O)C.O>[CH3:2][O:3][CH:4]([O:12][CH3:13])[C:5](=[O:11])[CH2:6][CH2:7]/[CH:15]=[C:16](\[CH3:17])/[CH2:18][CH2:19][CH:20]=[C:21]([CH3:23])[CH3:22] |f:4.5,^1:0|. Procedure details: In 350 ml of anhydrous ethanol was dissolved 17.4 g of sodium metal, and to this was added dropwise 160 g of methyl 4,4-dimethoxyacetoacetate with stirring at room temperature. One hour later, geranyl bromide prepared from 130 g of geraniol was added dropwise to the above-obtained mixture under ice-cooling. The mixture was then allowed to stand overnight at room temperature and refluxed for one hour. To this reaction mixture was added 42 g of sodium hydroxide in a mixture of 1.4 1. of ethanol an... Reactants: C(CCC)[Li] (butyl lithium), C(C1=CC=CC=C1)=NC(C(=O)OC)CCCCN=CC1=CC=CC=C1 (methyl 2,6-bis(benzylideneamino)hexanoate), C(C)(C)[N-]C(C)C.[Li+] (lithium diisopropylamide), ClC(C)Br (chlorobromoethane). Solvent: CCCCCC (hexane), CN(P(=O)(N(C)C)N(C)C)C (hexamethylphosphoramide), O1CCCC1 (THF), O1CCCC1 (THF), O1CCCC1 (tetrahydrofuran), O1CCCC1 (THF). Reaction conditions: time 8 hour. Product: ClCC(C(=O)OC)(CCCCN=CC1=CC=CC=C1)N=CC1=CC=CC=C1 (methyl 2-chloromethyl-2,6-bis(benzylideneamino)hexanoate). As a reaction SMILES: C([N-]C(C)C)(C)C.[Li+].C([Li])CCC.[CH:14](=[N:21][CH:22]([CH2:27][CH2:28][CH2:29][CH2:30][N:31]=[CH:32][C:33]1[CH:38]=[CH:37][CH:36]=[CH:35][CH:34]=1)[C:23]([O:25][CH3:26])=[O:24])[C:15]1[CH:20]=[CH:19][CH:18]=[CH:17][CH:16]=1.[Cl:39][CH:40](Br)C>O1CCCC1.CCCCCC.CN(C)P(N(C)C)(N(C)C)=O>[Cl:39][CH2:40][C:22]([N:21]=[CH:14][C:15]1[CH:16]=[CH:17][CH:18]=[CH:19][CH:20]=1)([CH2:27][CH2:28][CH2:29][CH2:30][N:31]=[CH:32][C:33]1[CH:34]=[CH:35][CH:36]=[CH:37][CH:38]=1)[C:23]([O:25][CH3:26])=[O:24] |f:0.1|. Procedure: To a solution of lithium diisopropylamide (10 mmol) prepared in situ from a solution of 1N diisoproppylamine in tetrahydrofuran (THF) and a solution of butyl lithium (2N) in hexane and hexamethylphosphoramide (HMPA) (2.5 ml) in THF cooled to -78° C., magnetically stirred, and kept under nitrogen, is added slowly a solution of methyl 2,6-bis(benzylideneamino)hexanoate (3.365 g, 10 mmol) in dry THF (20 ml). The reaction mixture is stirred at -78° C. for 1/2 hour, and then a solution of chlorobromo... RXN SMILES: [C:1]([CH2:3][C:4]([NH2:6])=[O:5])#[N:2].O1CCCC1.CC(C)([O-])C.[K+].[Cl:18][C:19]1[CH:28]=[CH:27][C:22]([C:23](=[O:26])[CH2:24]Br)=[CH:21][CH:20]=1>O.[Cl-].[Na+].O.CCCCCC.C(OCC)(=O)C>[Cl:18][C:19]1[CH:28]=[CH:27][C:22]([C:23]([CH2:24][CH:3]([C:1]#[N:2])[C:4]([NH2:6])=[O:5])=[O:26])=[CH:21][CH:20]=1 |f:2.3,6.7.8,9.10|. Reactants: ClC1=CC=C(C(CBr)=O)C=C1 (p-chlorophenacyl bromide), C(#N)CC(=O)N (cyanoacetamide), O1CCCC1 (tetrahydrofuran), CC(C)([O-])C.[K+] (potassium tert-butoxide), ClC1=CC=C(C(CBr)=O)C=C1 (p-chlorophenacyl bromide). Reported procedure: To a stirred mixture of cyanoacetamide (2.5 g, 0.030 mol) and tetrahydrofuran (160 mL) is slowly added potassium tert-butoxide (3.3 g, 0.030 mol) followed by p-chlorophenacyl bromide (7.0 g, 0.030 mol). The reaction is slightly exothermic and, after a short time, TLC shows none of the p-chlorophenacyl bromide present. The reaction mixture is diluted with water and brine and extracted with ether. The ether extract is dried and concentrated in vacuo to give a red oil. Upon addition of a hexane/eth... Yield: 19.7%. Solvent: CCCCCC.C(C)(=O)OCC (hexane ethyl acetate), O (water), [Cl-].[Na+].O (brine). Yields the product ClC1=CC=C(C(=O)CC(C(=O)N)C#N)C=C1 (3-(p-Chlorobenzoyl)-2-cyanopropionamide).